The task is: describe an organic reaction: reactants, conditions, products, and yield. This data is from the Open Reaction Database (ORD), a public repository of structured organic reaction records. The reactants are N1C(CC2=CC=CC=C12)=O (2-oxindole), N1C(=CC2=CC=CC=C12)C=O (indole-2-carbaldehyde), N1CCCCC1 (piperidine). Solvent: C(C)O (ethanol). Reaction conditions: time 4 hour. The product is N1C(=CC2=CC=CC=C12)C=C1C(NC2=CC=CC=C12)=O (3-(1H-indol-2-ylmethylene)-1,3-dihydro-indol-2-one). As a reaction SMILES: [NH:1]1[C:9]2[C:4](=[CH:5][CH:6]=[CH:7][CH:8]=2)[CH2:3][C:2]1=[O:10].[NH:11]1[C:19]2[C:14](=[CH:15][CH:16]=[CH:17][CH:18]=2)[CH:13]=[C:12]1[CH:20]=O.N1CCCCC1>C(O)C>[NH:11]1[C:19]2[C:14](=[CH:15][CH:16]=[CH:17][CH:18]=2)[CH:13]=[C:12]1[CH:20]=[C:3]1[C:4]2[C:9](=[CH:8][CH:7]=[CH:6][CH:5]=2)[NH:1][C:2]1=[O:10]. Procedure details: A mixture of 2-oxindole (133 mg), indole-2-carbaldehyde (174 mg) (prepared according to Synthetic Communications, 1993, 23, 3109) and piperidine (10 mg) in ethanol was held in a sealed tube at 95° C. for 4 hours. The mixture was cooled to room temperature. The solid was collected by vacuum filtration, washed with cold ethanol and dried in a vacuum oven to give 3-(1H-indol-2-ylmethylene)-1,3-dihydro-indol-2-one.